From a dataset of the Open Reaction Database (ORD), a public repository of structured organic reaction records. describe an organic reaction: reactants, conditions, products, and yield Reactants: [BH4-], CCO, Cl, [Na+], NS(=O)(=O)c1cc2c(s1)CCC(=O)C2, O. Yields the product NS(=O)(=O)c1cc2c(s1)CCC(O)C2. Reaction SMILES: [BH4-:15].[CH3:19][CH2:20][OH:21].[ClH:18].[Na+:16].[O:1]=[C:2]1[CH2:3][c:4]2[c:5]([s:6][c:7]([S:9](=[O:10])(=[O:11])[NH2:12])[cH:8]2)[CH2:13][CH2:14]1.[OH2:17]>>[OH:1][CH:2]1[CH2:3][c:4]2[c:5]([s:6][c:7]([S:9](=[O:10])(=[O:11])[NH2:12])[cH:8]2)[CH2:13][CH2:14]1.